From a dataset of the Open Reaction Database (ORD), a public repository of structured organic reaction records. describe an organic reaction: reactants, conditions, products, and yield Starting materials: COC1=C(N)C=CC(=C1)S(=O)(=O)C (2-methoxy-4-(methylsulfonyl)aniline), ClC1=NC=C(C(=N1)NC)C(F)(F)F (2-chloro-N-methyl-5-(trifluoromethyl)pyrimidin-4-amine). Reagents/catalysts: C(=O)(C(F)(F)F)O (TFA). The solvent is C(CCC)O (1-butanol). Conditions: temperature 100 celsius, time 1.5 hour. Product: COC1=C(C=CC(=C1)S(=O)(=O)C)NC1=NC=C(C(=N1)NC)C(F)(F)F (N2-(2-methoxy-4-(methylsulfonyl)phenyl)-N4-methyl-5-(trifluoromethyl)pyrimidine-2,4-diamine). Yield: 101.8%. As a reaction SMILES: [CH3:1][O:2][C:3]1[CH:9]=[C:8]([S:10]([CH3:13])(=[O:12])=[O:11])[CH:7]=[CH:6][C:4]=1[NH2:5].Cl[C:15]1[N:20]=[C:19]([NH:21][CH3:22])[C:18]([C:23]([F:26])([F:25])[F:24])=[CH:17][N:16]=1>C(O)CCC.C(O)(C(F)(F)F)=O>[CH3:1][O:2][C:3]1[CH:9]=[C:8]([S:10]([CH3:13])(=[O:12])=[O:11])[CH:7]=[CH:6][C:4]=1[NH:5][C:15]1[N:20]=[C:19]([NH:21][CH3:22])[C:18]([C:23]([F:26])([F:24])[F:25])=[CH:17][N:16]=1. Reported procedure: To a mixture of 2-methoxy-4-(methylsulfonyl)aniline (0.095 g, 0.47 mmol) and 2-chloro-N-methyl-5-(trifluoromethyl)pyrimidin-4-amine (0.10 g, 0.47 mmol) in 1-butanol (1.5 mL) was added TFA (0.036 mL, 0.047 mmol). The reaction was stirred in a sealed tube at 100° C. for 1.5 h. The reaction was concentrated and the product was isolated by reverse-phase HPLC to give N2-(2-methoxy-4-(methylsulfonyl)phenyl)-N4-methyl-5-(trifluoromethyl)pyrimidine-2,4-diamine (0.18 g, 20%). 1H NMR (400 MHz, DMSO) δ 8.5... The reactants are CC1=C2C=CC=NC2=C(C=C1)C (5,8-dimethylquinoline), [N+](=O)(O)[O-] (Nitric acid), [OH-].[NH4+] (ammonium hydroxide). Run in S(O)(O)(=O)=O (sulfuric acid), S(O)(O)(=O)=O (sulfuric acid). Conditions: temperature -15 celsius, time 10 minute. The product is CC1=C2C=CC=NC2=C(C=C1[N+](=O)[O-])C (5,8-dimethyl-6-nitroquinoline). RXN SMILES: [CH3:1][C:2]1[CH:11]=[CH:10][C:9]([CH3:12])=[C:8]2[C:3]=1[CH:4]=[CH:5][CH:6]=[N:7]2.[N+:13]([O-])([OH:15])=[O:14].[OH-].[NH4+]>S(=O)(=O)(O)O>[CH3:1][C:2]1[C:11]([N+:13]([O-:15])=[O:14])=[CH:10][C:9]([CH3:12])=[C:8]2[C:3]=1[CH:4]=[CH:5][CH:6]=[N:7]2 |f:2.3|. Procedure: 5,8-dimethylquinoline (1.25 g), in a 250 mL round bottom flask is cooled to 0° C. in an ice-NaCl bath under argon. Concentrated sulfuric acid (50 mL) is added slowly via addition funnel so that the internal temperature does not exceed 5° C. The solution is allowed to stir a few minutes then cooled to -15° C. in an ethylene glycol-dry ice bath. Nitric acid (1.7 mL, 69-71%) in sulfuric acid (50 mL) is added dropwise (via syringe) at such a rate that the reaction temperature does not exceed -3° C. ... As a reaction SMILES: [CH3:9][S:10]([Cl:11])(=[O:12])=[O:13].[NH2:1][c:2]1[cH:3][cH:4][cH:5][cH:6][c:7]1[OH:8].[cH:14]1[cH:15][cH:16][n:17][cH:18][cH:19]1>>[NH:1]([c:2]1[cH:3][cH:4][cH:5][cH:6][c:7]1[OH:8])[S:10]([CH3:9])(=[O:12])=[O:13]. Starting materials: CS(=O)(=O)Cl, Nc1ccccc1O, c1ccncc1. The product is CS(=O)(=O)Nc1ccccc1O.